This data is from the Open Reaction Database (ORD), a public repository of structured organic reaction records. The task is: describe an organic reaction: reactants, conditions, products, and yield The reactants are CN=C=O, CN(C)C, COC(CSc1cccc(O)c1)OC, c1ccccc1. Product: CNC(=O)Oc1cccc(SCC(OC)OC)c1. Reaction SMILES: [CH3:15][N:16]=[C:17]=[O:18].[CH3:19][N:20]([CH3:21])[CH3:22].[CH3:1][O:2][CH:3]([CH2:4][S:5][c:6]1[cH:7][c:8]([OH:12])[cH:9][cH:10][cH:11]1)[O:13][CH3:14].[cH:23]1[cH:24][cH:25][cH:26][cH:27][cH:28]1>>[CH3:1][O:2][CH:3]([CH2:4][S:5][c:6]1[cH:7][c:8]([O:12][C:17]([NH:16][CH3:15])=[O:18])[cH:9][cH:10][cH:11]1)[O:13][CH3:14]. Starting materials: ( 2 ), COCC(=O)Cl (methoxyacetyl chloride), NC=1C(=C(C(=C(C(=O)Cl)C1I)I)C(=O)Cl)I (5-amino-2,4,6-triiodoisophthalic acid dichloride), ( 2 ). The solvent is CC(=O)N(C)C (dimethylacetamide). Yields the product COCC(=O)NC=1C(=C(C(=C(C(=O)Cl)C1I)I)C(=O)Cl)I (5-methoxyacetylamino-2,4,6-triiodoisophthalic acid dichloride), ( 3 ). As a reaction SMILES: [NH2:1][C:2]1[C:3]([I:16])=[C:4]([C:13]([Cl:15])=[O:14])[C:5]([I:12])=[C:6]([C:10]=1[I:11])[C:7]([Cl:9])=[O:8].[CH3:17][O:18][CH2:19][C:20](Cl)=[O:21]>CC(N(C)C)=O>[CH3:17][O:18][CH2:19][C:20]([NH:1][C:2]1[C:10]([I:11])=[C:6]([C:7]([Cl:9])=[O:8])[C:5]([I:12])=[C:4]([C:3]=1[I:16])[C:13]([Cl:15])=[O:14])=[O:21]. Reported procedure: 5-amino-2,4,6-triiodoisophthalic acid dichloride of formula (2) is used as a starting material. The compound of formula (2) is reacted with methoxyacetyl chloride in dimethylacetamide solvent to produce 5-methoxyacetylamino-2,4,6-triiodoisophthalic acid dichloride of formula (3) which is then used without an additional purification procedure for the next step. The compound of formula (3) is reacted with 2,3-dihydroxypropylamine in dimethylacetamide solvent in the presence of triethylamine to for... The reactants are O=C([O-])[O-], Cc1cc(Cc2ccccc2)nc(Cl)n1, c1ccc(-c2ccccc2P(C2CCCCC2)C2CCCCC2)cc1, Cl, Cl, Cl, [K+], [K+], NC1CCN(c2ccncc2)CC1, CC(=O)[O-], CC(=O)[O-], C1COCCO1, [Pd+2]. As a reaction SMILES: [C:31](=[O:32])([O-:33])[O-:34].[CH2:1]([c:2]1[cH:3][cH:4][cH:5][cH:6][cH:7]1)[c:8]1[n:9][c:10]([Cl:15])[n:11][c:12]([CH3:14])[cH:13]1.[CH:37]1([P:38]([CH:39]2[CH2:40][CH2:41][CH2:42][CH2:43][CH2:44]2)[c:45]2[cH:46][cH:47][cH:48][cH:49][c:50]2-[c:51]2[cH:52][cH:53][cH:54][cH:55][cH:56]2)[CH2:57][CH2:58][CH2:59][CH2:60][CH2:61]1.[ClH:16].[ClH:17].[ClH:62].[K+:35].[K+:36].[NH2:18][CH:19]1[CH2:20][CH2:21][N:22]([c:25]2[cH:26][cH:27][n:28][cH:29][cH:30]2)[CH2:23][CH2:24]1.[O-:70][C:71]([CH3:72])=[O:73].[O-:74][C:75]([CH3:76])=[O:77].[O:63]1[CH2:64][CH2:65][O:66][CH2:67][CH2:68]1.[Pd+2:69]>>[CH2:1]([c:2]1[cH:3][cH:4][cH:5][cH:6][cH:7]1)[c:8]1[n:9][c:10]([NH:18][CH:19]2[CH2:20][CH2:21][N:22]([c:25]3[cH:26][cH:27][n:28][cH:29][cH:30]3)[CH2:23][CH2:24]2)[n:11][c:12]([CH3:14])[cH:13]1.[ClH:15].[ClH:16]. The product is Cc1cc(Cc2ccccc2)nc(NC2CCN(c3ccncc3)CC2)n1, Cl, Cl. Reactants: B, CC(C)(C)OC(=O)N1CCCC(CCC(=O)O)C1, C1CCOC1, C1CCOC1, [H][H], O. Yields the product CC(C)(C)OC(=O)N1CCCC(CCCO)C1. RXN SMILES: [BH3:19].[C:1]([CH3:2])([CH3:3])([CH3:4])[O:5][C:6](=[O:7])[N:8]1[CH2:9][CH:10]([CH2:14][CH2:15][C:16](=[O:17])[OH:18])[CH2:11][CH2:12][CH2:13]1.[CH2:20]1[O:21][CH2:22][CH2:23][CH2:24]1.[CH2:28]1[O:29][CH2:30][CH2:31][CH2:32]1.[H:26][H:27].[OH2:25]>>[C:1]([CH3:2])([CH3:3])([CH3:4])[O:5][C:6](=[O:7])[N:8]1[CH2:9][CH:10]([CH2:14][CH2:15][CH2:16][OH:17])[CH2:11][CH2:12][CH2:13]1. Reactants: C(C)ON=C(C(=O)OC)C1=NSC(=N1)N (Methyl 2-ethoxyimino-2-(5-amino-1,2,4-thiadiazole-3-yl)-acetate), C(=O)O (formic acid). Conditions: temperature 75 celsius, time 6 hour. Yields the product C(C)ON=C(C(=O)OC)C1=NSC(=N1)NC=O (methyl 2-ethoxyimino-2-(5-formamido-1,2,4-thiadiazole-3-yl)-acetate). Isolated yield 49.6%. RXN SMILES: [CH2:1]([O:3][N:4]=[C:5]([C:10]1[N:14]=[C:13]([NH2:15])[S:12][N:11]=1)[C:6]([O:8][CH3:9])=[O:7])[CH3:2].[CH:16](O)=[O:17]>>[CH2:1]([O:3][N:4]=[C:5]([C:10]1[N:14]=[C:13]([NH:15][CH:16]=[O:17])[S:12][N:11]=1)[C:6]([O:8][CH3:9])=[O:7])[CH3:2]. Procedure: Methyl 2-ethoxyimino-2-(5-amino-1,2,4-thiadiazole-3-yl)-acetate (anti-isomer) (5.75 g, 25 mmol) in 99% formic acid (16.3 g) was heated under stirring at 75° C. for 6 hrs. The reaction mixture was treated in the same procedure as in Example 8 to give methyl 2-ethoxyimino-2-(5-formamido-1,2,4-thiadiazole-3-yl)-acetate (syn-isomer) (3.2 g, yield: 49.6%). The reactants are C1(=CC=CC=C1)N1N=NC=C1C#N (1-phenyl-1H-1,2,3-triazole-5-carbonitrile), C(C1=CC=CC=C1)[Mg]Cl (benzylmagnesium chloride), CC(CC)O (2-butanol), [BH4-].[Na+] (sodium borohydride). Solvent: O1CCCC1 (tetrahydrofuran), CO (Methanol). Reaction conditions: time 3 hour. Yields the product C1(=CC=CC=C1)CC(N)C1=CN=NN1C1=CC=CC=C1 (2-phenyl-1-(1-phenyl-1H-1,2,3-triazol-5-yl)ethanamine). RXN SMILES: [C:1]1([N:7]2[C:11]([C:12]#[N:13])=[CH:10][N:9]=[N:8]2)[CH:6]=[CH:5][CH:4]=[CH:3][CH:2]=1.[CH2:14]([Mg]Cl)[C:15]1[CH:20]=[CH:19][CH:18]=[CH:17][CH:16]=1.CC(O)CC.[BH4-].[Na+]>O1CCCC1.CO>[C:15]1([CH2:14][CH:12]([C:11]2[N:7]([C:1]3[CH:2]=[CH:3][CH:4]=[CH:5][CH:6]=3)[N:8]=[N:9][CH:10]=2)[NH2:13])[CH:20]=[CH:19][CH:18]=[CH:17][CH:16]=1 |f:3.4|. Procedure: To a solution of 9C (280 mg, 1.63 mmol) in tetrahydrofuran (5 mL), benzylmagnesium chloride (2M in THF) (1.23 mL, 2.46 mmol) was added dropwise. After 3 hours, 3 mL of 2-butanol was added to the reaction and sodium borohydride (0.5 g) was added to the mixture by portion. The reaction was monitored by LC/Mass until it was done. Methanol (5 mL) was added to the mixture. The organic layer was washed with brine and extracted with ethyl acetate (50 mL twice). The organic layer was dried with Na2SO4, ... Reactants: FC1(CCC(CC1)(O)CNC(=O)C=1C=2C=CC(=NC2C=CC1Cl)C1CC(CC1)=O)F (6-chloro-2-(3-oxo-cyclopentyl)-quinoline-5-carboxylic acid (4,4-difluoro-1-hydroxycyclohexyl methyl)-amide), CNC (dimethylamine). Product: FC1(CCC(CC1)(O)CNC(=O)C=1C=2C=CC(=NC2C=CC1Cl)C1CC(CC1)N(C)C)F (6-Chloro-2-(3-dimethylaminocyclopentyl)-quinoline-5-carboxylic acid (4,4-difluoro-1-hydroxy-cyclohexyl methyl)-amide). Reaction SMILES: [F:1][C:2]1([F:30])[CH2:7][CH2:6][C:5]([CH2:9][NH:10][C:11]([C:13]2[C:14]3[CH:15]=[CH:16][C:17]([CH:24]4[CH2:28][CH2:27][C:26](=O)[CH2:25]4)=[N:18][C:19]=3[CH:20]=[CH:21][C:22]=2[Cl:23])=[O:12])([OH:8])[CH2:4][CH2:3]1.[CH3:31][NH:32][CH3:33]>>[F:30][C:2]1([F:1])[CH2:3][CH2:4][C:5]([CH2:9][NH:10][C:11]([C:13]2[C:14]3[CH:15]=[CH:16][C:17]([CH:24]4[CH2:28][CH2:27][CH:26]([N:32]([CH3:33])[CH3:31])[CH2:25]4)=[N:18][C:19]=3[CH:20]=[CH:21][C:22]=2[Cl:23])=[O:12])([OH:8])[CH2:6][CH2:7]1. Procedure: The title compound was synthesized according to the procedure described in example 133 using 6-chloro-2-(3-oxo-cyclopentyl)-quinoline-5-carboxylic acid (4,4-difluoro-1-hydroxycyclohexyl methyl)-amide, and dimethylamine. 1H NMR (400 MHz, DMSO-d6): δ 8.76 (d, J=6.2 Hz, 1H), 8.13 (t, J=5.6 Hz, 1H), 8.11-7.96 (m, 1H), 7.79-7.77 (m, 2H), 7.59 (d, J=8.6 Hz, 1H), 3.41-2.85 (m, 1H), 2.84-2.50 (m, 1H), 2.50-2.49 (m, 2H), 2.48-2.46 (m, 6H), 2.25-2.07 (m, 1H), 2.01-1.91 (m, 4H), 1.90-1.85 (m, 5H), 1.73-1.6... The reactants are ClCCl, CC(C)(C)OC(=O)c1cnc(C(F)F)cn1, [Na+], [OH-], O=C(O)C(F)(F)F. Product: O=C(O)c1cnc(C(F)F)cn1. Reaction SMILES: [Cl:26][CH2:27][Cl:28].[F:8][CH:9]([c:10]1[n:11][cH:12][c:13]([C:16](=[O:17])[O:18][C:19]([CH3:20])([CH3:21])[CH3:22])[n:14][cH:15]1)[F:23].[Na+:25].[OH-:24].[OH:1][C:2]([C:3]([F:4])([F:5])[F:6])=[O:7]>>[F:8][CH:9]([c:10]1[n:11][cH:12][c:13]([C:16](=[O:17])[OH:18])[n:14][cH:15]1)[F:23]. The reactants are [BH3-]C#N, COC(=O)C(CCSC)NC(=O)c1ccc(N)cc1-c1ccccc1, CC(=O)O, CO, Cl, [Na+], O=Cc1cccnc1. Product: COC(=O)C(CCSC)NC(=O)c1ccc(NCc2cccnc2)cc1-c1ccccc1. RXN SMILES: [C:35]([BH3-:36])#[N:37].[CH3:2][O:3][C:4]([CH:5]([NH:6][C:7]([c:8]1[c:9](-[c:15]2[cH:16][cH:17][cH:18][cH:19][cH:20]2)[cH:10][c:11]([NH2:14])[cH:12][cH:13]1)=[O:21])[CH2:22][CH2:23][S:24][CH3:25])=[O:26].[CH3:39][C:40](=[O:41])[OH:42].[CH3:43][OH:44].[ClH:1].[Na+:38].[n:27]1[cH:28][c:29]([CH:33]=[O:34])[cH:30][cH:31][cH:32]1>>[CH3:2][O:3][C:4]([CH:5]([NH:6][C:7]([c:8]1[c:9](-[c:15]2[cH:16][cH:17][cH:18][cH:19][cH:20]2)[cH:10][c:11]([NH:14][CH2:33][c:29]2[cH:28][n:27][cH:32][cH:31][cH:30]2)[cH:12][cH:13]1)=[O:21])[CH2:22][CH2:23][S:24][CH3:25])=[O:26]. Reactants: CC1(OB(OC1(C)C)C1=C2C=CNC2=CC=C1)C (4-(4,4,5,5-tetramethyl-[1,3,2]dioxaborolan-2-yl)-1H-indole), BrC1=CC=C(C=C1)Br (1,4-dibromobenzene), [OH-].[Na+] (sodium hydroxide). The reagents and catalysts are [Pd] (Palladium). Run in C1CCOC1 (THF), C(C)(=O)OCC (ethyl acetate). Run at temperature 70 celsius, time 15 hour. Yields the product BrC=1C=C(C=CC1)N1C=CC2=CC=CC=C12 ((3-Bromo-phenyl)-1H-indole). Isolated yield 74.2%. As a reaction SMILES: CC1(C)C(C)(C)OB([C:9]2[CH:17]=[CH:16][CH:15]=[C:14]3[C:10]=2[CH:11]=[CH:12][NH:13]3)O1.[Br:19][C:20]1[CH:25]=[CH:24][C:23](Br)=[CH:22][CH:21]=1.[OH-].[Na+]>C1COCC1.[Pd].C(OCC)(=O)C>[Br:19][C:20]1[CH:21]=[C:22]([N:13]2[C:14]3[C:10](=[CH:9][CH:17]=[CH:16][CH:15]=3)[CH:11]=[CH:12]2)[CH:23]=[CH:24][CH:25]=1 |f:2.3|. Reported procedure: To a mixture of 4 (4,4,5,5-tetramethyl-[1,3,2]dioxaborolan-2-yl)1H-indole (3, 2.43 g, 10 mmol), and 1,4-dibromobenzene (11.8 g, 50 mmol) in THF (34 mL)) were added Palladium catalyst Pd(PPh3)4 (347 mg, 0.3 mmol) and the freshly prepared sodium hydroxide solution (1.20 g, 30 mmol in 14 mL water). The system was degassed and then charged with nitrogen. The degas procedure was repeated for three times. The mixture was stirred under nitrogen at 70° C. oil bath for 15 hours. TLC showed the completion...